This data is from the Open Reaction Database (ORD), a public repository of structured organic reaction records. The task is: describe an organic reaction: reactants, conditions, products, and yield The reactants are CC(=O)N1C=CN(C)C1, ClCCl, CCO, O, Cc1cc([N+](=O)[O-])c(NC(C)C(=O)N(C)O)c([N+](=O)[O-])c1. Yields the product CC(=O)ON(C)C(=O)C(C)Nc1c([N+](=O)[O-])cc(C)cc1[N+](=O)[O-]. As a reaction SMILES: [C:22]([CH3:23])(=[O:24])[N:25]1[CH:26]=[CH:27][N:28]([CH3:29])[CH2:30]1.[CH2:35]([Cl:36])[Cl:37].[CH3:32][CH2:33][OH:34].[OH2:31].[OH:1][N:2]([C:3]([CH:4]([CH3:5])[NH:6][c:7]1[c:8]([N+:17](=[O:18])[O-:19])[cH:9][c:10]([CH3:16])[cH:11][c:12]1[N+:13](=[O:14])[O-:15])=[O:20])[CH3:21]>>[O:1]([N:2]([C:3]([CH:4]([CH3:5])[NH:6][c:7]1[c:8]([N+:17](=[O:18])[O-:19])[cH:9][c:10]([CH3:16])[cH:11][c:12]1[N+:13](=[O:14])[O-:15])=[O:20])[CH3:21])[C:22]([CH3:23])=[O:24].